Dataset: the Open Reaction Database (ORD), a public repository of structured organic reaction records. Task: describe an organic reaction: reactants, conditions, products, and yield Reactants: CCCN=C=O, C#CCN1C(=O)COc2cc(F)c(N)cc21, C1COCCO1. Product: C#CCN1C(=O)COc2cc(F)c(NC(=O)NCCC)cc21. As a reaction SMILES: [CH2:1]([CH2:2][CH3:3])[N:4]=[C:5]=[O:6].[F:7][c:8]1[cH:9][c:10]2[c:11]([cH:20][c:21]1[NH2:22])[N:12]([CH2:17][C:18]#[CH:19])[C:13](=[O:16])[CH2:14][O:15]2.[O:23]1[CH2:24][CH2:25][O:26][CH2:27][CH2:28]1>>[CH2:1]([CH2:2][CH3:3])[NH:4][C:5](=[O:6])[NH:22][c:21]1[c:8]([F:7])[cH:9][c:10]2[c:11]([cH:20]1)[N:12]([CH2:17][C:18]#[CH:19])[C:13](=[O:16])[CH2:14][O:15]2. Reactants: O=C([O-])[O-], CO, Cn1ccc2c(Cl)ncc(C(=O)N3CCOCC3)c21, ClCCl, ClCCl, [Cs+], [Cs+], Cc1cc(C#N)ccc1N, O=C(C=Cc1ccccc1)C=Cc1ccccc1, O=C(C=Cc1ccccc1)C=Cc1ccccc1, C1COCCO1, O=C(C=Cc1ccccc1)C=Cc1ccccc1, [Pd], [Pd], CC1(C)c2cccc(P(c3ccccc3)c3ccccc3)c2Oc2c(P(c3ccccc3)c3ccccc3)cccc21. Product: Cc1cc(C#N)ccc1Nc1ncc(C(=O)N2CCOCC2)c2c1ccn2C. RXN SMILES: [C:30](=[O:31])([O-:32])[O-:33].[CH3:90][OH:91].[Cl:1][c:2]1[n:3][cH:4][c:5]([C:12](=[O:13])[N:14]2[CH2:15][CH2:16][O:17][CH2:18][CH2:19]2)[c:6]2[c:7]1[cH:8][cH:9][n:10]2[CH3:11].[Cl:84][CH2:85][Cl:86].[Cl:87][CH2:88][Cl:89].[Cs+:34].[Cs+:35].[NH2:20][c:21]1[c:22]([CH3:29])[cH:23][c:24]([C:25]#[N:26])[cH:27][cH:28]1.[O:112]=[C:113]([CH:114]=[CH:115][c:116]1[cH:117][cH:118][cH:119][cH:120][cH:121]1)[CH:122]=[CH:123][c:124]1[cH:125][cH:126][cH:127][cH:128][cH:129]1.[O:130]=[C:131]([CH:132]=[CH:133][c:134]1[cH:135][cH:136][cH:137][cH:138][cH:139]1)[CH:140]=[CH:141][c:142]1[cH:143][cH:144][cH:145][cH:146][cH:147]1.[O:78]1[CH2:79][CH2:80][O:81][CH2:82][CH2:83]1.[O:94]=[C:95]([CH:96]=[CH:97][c:98]1[cH:99][cH:100][cH:101][cH:102][cH:103]1)[CH:104]=[CH:105][c:106]1[cH:107][cH:108][cH:109][cH:110][cH:111]1.[Pd:92].[Pd:93].[c:36]1([P:37]([c:38]2[cH:39][cH:40][cH:41][cH:42][cH:43]2)[c:44]2[c:45]3[c:69]([cH:70][cH:71][cH:72]2)[C:66]([CH3:67])([CH3:68])[c:48]2[c:47]([c:52]([P:53]([c:54]4[cH:55][cH:56][cH:57][cH:58][cH:59]4)[c:60]4[cH:61][cH:62][cH:63][cH:64][cH:65]4)[cH:51][cH:50][cH:49]2)[O:46]3)[cH:73][cH:74][cH:75][cH:76][cH:77]1>>[c:2]1([NH:20][c:21]2[c:22]([CH3:29])[cH:23][c:24]([C:25]#[N:26])[cH:27][cH:28]2)[n:3][cH:4][c:5]([C:12](=[O:13])[N:14]2[CH2:15][CH2:16][O:17][CH2:18][CH2:19]2)[c:6]2[c:7]1[cH:8][cH:9][n:10]2[CH3:11]. Starting materials: C(C1=CC=CC=C1)(C1=CC=CC=C1)N1C(=C(C2=CC(=CC=C12)Cl)CCOC1=CC=C(C(=O)O)C=C1)CCNS(=O)(=O)CC1=CC=CC=C1 (4-[2-(1-Benzhydryl-2-{2[(benzylsulfonyl)amino]ethyl}-5-chloro-1H-indol-3-yl)ethoxy]benzoic acid), FC(C=1C=C(CS(=O)(=O)Cl)C=C(C1)C(F)(F)F)(F)F (3,5-bis(trifluoromethyl)benzylsulfonyl chloride). Product: C(C1=CC=CC=C1)(C1=CC=CC=C1)N1C(=C(C2=CC(=CC=C12)Cl)CCOC1=CC=C(C(=O)O)C=C1)CCNS(=O)(=O)CC1=CC(=CC(=C1)C(F)(F)F)C(F)(F)F (4-(2-{1-benzhydryl-2-[2-({[3,5-bis(trifluoromethyl)benzyl]sulfonyl}amino)ethyl]-5-chloro-1H-indol-3-yl}ethoxy)benzoic acid). The yield is 79.0%. RXN SMILES: [CH:1]([N:14]1[C:22]2[C:17](=[CH:18][C:19]([Cl:23])=[CH:20][CH:21]=2)[C:16]([CH2:24][CH2:25][O:26][C:27]2[CH:35]=[CH:34][C:30]([C:31]([OH:33])=[O:32])=[CH:29][CH:28]=2)=[C:15]1[CH2:36][CH2:37][NH:38]S(CC1C=CC=CC=1)(=O)=O)([C:8]1[CH:13]=[CH:12][CH:11]=[CH:10][CH:9]=1)[C:2]1[CH:7]=[CH:6][CH:5]=[CH:4][CH:3]=1.[F:49][C:50]([F:67])([F:66])[C:51]1[CH:52]=[C:53]([CH:59]=[C:60]([C:62]([F:65])([F:64])[F:63])[CH:61]=1)[CH2:54][S:55](Cl)(=[O:57])=[O:56]>>[CH:1]([N:14]1[C:22]2[C:17](=[CH:18][C:19]([Cl:23])=[CH:20][CH:21]=2)[C:16]([CH2:24][CH2:25][O:26][C:27]2[CH:35]=[CH:34][C:30]([C:31]([OH:33])=[O:32])=[CH:29][CH:28]=2)=[C:15]1[CH2:36][CH2:37][NH:38][S:55]([CH2:54][C:53]1[CH:52]=[C:51]([C:50]([F:67])([F:66])[F:49])[CH:61]=[C:60]([C:62]([F:65])([F:64])[F:63])[CH:59]=1)(=[O:57])=[O:56])([C:2]1[CH:3]=[CH:4][CH:5]=[CH:6][CH:7]=1)[C:8]1[CH:9]=[CH:10][CH:11]=[CH:12][CH:13]=1. Procedure: To the methyl 4-{2-[2-(2-aminoethyl)-1-benzhydryl-5-chloro-1H-indol-3-yl]ethoxy}benzoate (Step 6, Example 1) was added 3,5-bis(trifluoromethyl)benzylsulfonyl chloride according to the procedure in Example 1 Step 7 to generate the product in 79% yield. The reactants are C(C)(=O)O[C@H](CCCCN1C(=O)N(C=2N=C(N(C2C1=O)CC1=CC=CC=C1)C)C)C ((S)-1-(5-acetoxyhexyl)-7-benzyl-3,8-dimethylxanthine), Cl (hydrochloric acid). Solvent: CO (methanol), CCOCC (ether). Reaction conditions: time 12 hour. Yields the product C(C1=CC=CC=C1)N1C(=NC=2N(C(N(C(C12)=O)CCCC[C@H](C)O)=O)C)C ((S)-7-Benzyl-1-(5-hydroxyhexyl)-3,8-dimethylxanthine). RXN SMILES: C([O:4][C@@H:5]([CH3:30])[CH2:6][CH2:7][CH2:8][CH2:9][N:10]1[C:19](=[O:20])[C:18]2[N:17]([CH2:21][C:22]3[CH:27]=[CH:26][CH:25]=[CH:24][CH:23]=3)[C:16]([CH3:28])=[N:15][C:14]=2[N:13]([CH3:29])[C:11]1=[O:12])(=O)C.Cl>CO.CCOCC>[CH2:21]([N:17]1[C:18]2[C:19](=[O:20])[N:10]([CH2:9][CH2:8][CH2:7][CH2:6][C@@H:5]([OH:4])[CH3:30])[C:11](=[O:12])[N:13]([CH3:29])[C:14]=2[N:15]=[C:16]1[CH3:28])[C:22]1[CH:27]=[CH:26][CH:25]=[CH:24][CH:23]=1. Procedure details: A solution of (S)-1-(5-acetoxyhexyl)-7-benzyl-3,8-dimethylxanthine (350 mg) in methanol (20 ml) was treated with 1 M hydrochloric acid in ether (2.5 ml) and stirred for 12 hours. After evaporation of volatiles under reduced pressure, the residue was dissolved in ethyl acetate (100 ml), washed with saturated aqueous sodium bicarbonate solution (30 ml), dried over magnesium sulfate and concentrated. Yield=270 mg. The reactants are N[C@@H]1CC[C@H](CC1)NC(=O)C1=CNC2=C1N=CN=C2C2=C(C=CC=1OCOC12)OCC1CC1 (trans-4-(5-cyclopropylmethoxy-benzo[1,3]dioxol-4-yl)-5H-pyrrolo[3,2-d]pyrimidine-7-carboxylic acid (4-amino-cyclohexyl)-amide), ClC(=O)OCC (ethyl chloroformate). The product is C(C)OC(N[C@@H]1CC[C@H](CC1)NC(=O)C1=CNC2=C1N=CN=C2C2=C(C=CC=1OCOC12)OCC1CC1)=O (trans-[4-({1-[4-(5-Cyclopropylmethoxy-benzo[1,3]dioxol-4-yl)-5H-pyrrolo[3,2-d]pyrimidin-7-yl]-methanoyl}-amino)-cyclohexyl]-carbamic acid ethyl ester). Reaction SMILES: [NH2:1][C@H:2]1[CH2:7][CH2:6][C@H:5]([NH:8][C:9]([C:11]2[C:15]3[N:16]=[CH:17][N:18]=[C:19]([C:20]4[C:28]5[O:27][CH2:26][O:25][C:24]=5[CH:23]=[CH:22][C:21]=4[O:29][CH2:30][CH:31]4[CH2:33][CH2:32]4)[C:14]=3[NH:13][CH:12]=2)=[O:10])[CH2:4][CH2:3]1.Cl[C:35]([O:37][CH2:38][CH3:39])=[O:36]>>[CH2:38]([O:37][C:35](=[O:36])[NH:1][C@H:2]1[CH2:7][CH2:6][C@H:5]([NH:8][C:9]([C:11]2[C:15]3[N:16]=[CH:17][N:18]=[C:19]([C:20]4[C:28]5[O:27][CH2:26][O:25][C:24]=5[CH:23]=[CH:22][C:21]=4[O:29][CH2:30][CH:31]4[CH2:33][CH2:32]4)[C:14]=3[NH:13][CH:12]=2)=[O:10])[CH2:4][CH2:3]1)[CH3:39]. Procedure details: Starting from trans-4-(5-cyclopropylmethoxy-benzo[1,3]dioxol-4-yl)-5H-pyrrolo[3,2-d]pyrimidine-7-carboxylic acid (4-amino-cyclohexyl)-amide (example A140) and ethyl chloroformate the title compound is obtained as colorless solid.